describe an organic reaction: reactants, conditions, products, and yield From a dataset of the Open Reaction Database (ORD), a public repository of structured organic reaction records. Starting materials: FC1=C(C(=CC=2N(C(NC21)=O)C2CCN(CC2)C(=O)OC(C)(C)C)C)F (1,1-Dimethylethyl 4-(4,5-difluoro-6-methyl-2-oxo-2,3-dihydro-1H-benzimidazol-1-yl)-1-piperidinecarboxylate), Cl (HCl). The solvent is ClCCl (dichloromethane), O1CCOCC1 (1,4-dioxane). Product: Cl.FC1=C(C(=CC=2N(C(NC21)=O)C2CCNCC2)C)F (4,5-Difluoro-6-methyl-1-(4-piperidinyl)-1,3-dihydro-2H-benzimidazol-2-one hydrochloride). RXN SMILES: [F:1][C:2]1[C:10]2[NH:9][C:8](=[O:11])[N:7]([CH:12]3[CH2:17][CH2:16][N:15](C(OC(C)(C)C)=O)[CH2:14][CH2:13]3)[C:6]=2[CH:5]=[C:4]([CH3:25])[C:3]=1[F:26].[ClH:27]>ClCCl.O1CCOCC1>[ClH:27].[F:1][C:2]1[C:10]2[NH:9][C:8](=[O:11])[N:7]([CH:12]3[CH2:13][CH2:14][NH:15][CH2:16][CH2:17]3)[C:6]=2[CH:5]=[C:4]([CH3:25])[C:3]=1[F:26] |f:4.5|. Reported procedure: 1,1-Dimethylethyl 4-(4,5-difluoro-6-methyl-2-oxo-2,3-dihydro-1H-benzimidazol-1-yl)-1-piperidinecarboxylate D22 (150 mg, 0.4 mmol) was dissolved in dichloromethane (5 ml) and treated with HCl in 1,4-dioxane (1 ml×4M) at room temperature for 4 h. Solvent was then evaporated to afford the title compound, 120 mg. M++H=268. The product is C(\C=C/C(=O)O)(=O)O.C(\C=C/C(=O)O)(=O)O.C(C=C)N1CCN(CC1)C1=NC2=CC=CC=C2C(=N1)OCCCCC (2-(4-allyl-l-piperazinyl)-4-pentyloxyquinazoline dimaleate). Run in C(C)O (Ethanol), C(C)O (ethanol). Yield: 58.2%. Starting materials: C(\C=C/C(=O)O)(=O)O (maleic acid), C(C=C)N1CCN(CC1)C1=NC2=CC=CC=C2C(=N1)OCCCCC (2-(4-allyl-l-piperazinyl)-4-pentyloxyquinazoline). Reaction SMILES: [C:1]([OH:8])(=[O:7])/[CH:2]=[CH:3]\[C:4]([OH:6])=[O:5].[CH2:9]([N:12]1[CH2:17][CH2:16][N:15]([C:18]2[N:27]=[C:26]([O:28][CH2:29][CH2:30][CH2:31][CH2:32][CH3:33])[C:25]3[C:20](=[CH:21][CH:22]=[CH:23][CH:24]=3)[N:19]=2)[CH2:14][CH2:13]1)[CH:10]=[CH2:11]>C(O)C>[C:1]([OH:8])(=[O:7])/[CH:2]=[CH:3]\[C:4]([OH:6])=[O:5].[C:1]([OH:8])(=[O:7])/[CH:2]=[CH:3]\[C:4]([OH:6])=[O:5].[CH2:9]([N:12]1[CH2:13][CH2:14][N:15]([C:18]2[N:27]=[C:26]([O:28][CH2:29][CH2:30][CH2:31][CH2:32][CH3:33])[C:25]3[C:20](=[CH:21][CH:22]=[CH:23][CH:24]=3)[N:19]=2)[CH2:16][CH2:17]1)[CH:10]=[CH2:11] |f:3.4.5|. Procedure: Ethanol (25 ml) was added to 2.3 g of maleic acid, and the mixture was heated to form a solution. A solution of 3.4 g of 2-(4-allyl-l-piperazinyl)-4-pentyloxyquinazoline in 5 ml of ethanol was added to the solution. The mixture was cooled, and the precipitated crystals were collected by filtration and recrystallized from 90 % ethanol to give 3.3 g of 2-(4-allyl-l-piperazinyl)-4-pentyloxyquinazoline dimaleate as colorless needles. Starting materials: CCCCC=CCOc1ccc(C(=O)Nc2ccccc2Sc2ccccc2C(=O)O)cc1, N, c1ccccc1. Product: CCCCC=CCOc1ccc(C(=O)Nc2ccccc2Sc2ccccc2C(N)=O)cc1. Reaction SMILES: [CH2:1]([CH:2]=[CH:3][CH2:4][CH2:5][CH2:6][CH3:7])[O:8][c:9]1[cH:10][cH:11][c:12]([C:13](=[O:14])[NH:15][c:16]2[c:17]([S:22][c:23]3[c:24]([C:25](=[O:26])[OH:27])[cH:28][cH:29][cH:30][cH:31]3)[cH:18][cH:19][cH:20][cH:21]2)[cH:32][cH:33]1.[NH3:34].[cH:35]1[cH:36][cH:37][cH:38][cH:39][cH:40]1>>[CH2:1]([CH:2]=[CH:3][CH2:4][CH2:5][CH2:6][CH3:7])[O:8][c:9]1[cH:10][cH:11][c:12]([C:13](=[O:14])[NH:15][c:16]2[c:17]([S:22][c:23]3[c:24]([C:25](=[O:26])[NH2:34])[cH:28][cH:29][cH:30][cH:31]3)[cH:18][cH:19][cH:20][cH:21]2)[cH:32][cH:33]1.